From a dataset of the Open Reaction Database (ORD), a public repository of structured organic reaction records. describe an organic reaction: reactants, conditions, products, and yield Reported procedure: Prepared according to Procedure A from 6-bromo-4,4-dimethyl-1,4-dihydro-benzo[d][1,3]oxazin-2-one and 3-methoxyphenyl boronic acid. Yellow solid: mp 164-165° C.; 1H-NMR (DMSO-d6) δ 10.3 (s, 1H), 7.56 (m, 2H), 7.36 (t, 1H, J=7.89 Hz), 7.20 (m, 2H), 6.96 (d, 1H, J=8.88 Hz), 6.91 (dd, 1H, J=8.13, 2.35 Hz), 3.8 (s, 3H), 1.7 (s, 6H), MS (ESI) m/z 284 ([M+H]+, 30%), Anal. Calc. For C17H17NO3: C, 72.07; H, 6.05; N, 4.94. Found: C, 70.58; H, 5.73; N, 4.67. The reactants are BrC1=CC2=C(NC(OC2(C)C)=O)C=C1 (6-bromo-4,4-dimethyl-1,4-dihydro-benzo[d][1,3]oxazin-2-one), COC=1C=C(C=CC1)B(O)O (3-methoxyphenyl boronic acid). The product is COC=1C=C(C=CC1)C1=CC2=C(NC(OC2(C)C)=O)C=C1 (6-(3-Methoxy-phenyl)-4,4-dimethyl-1,4-dihydro-benzo[d][1,3]-oxazin-2-one). As a reaction SMILES: Br[C:2]1[CH:14]=[CH:13][C:5]2[NH:6][C:7](=[O:12])[O:8][C:9]([CH3:11])([CH3:10])[C:4]=2[CH:3]=1.[CH3:15][O:16][C:17]1[CH:18]=[C:19](B(O)O)[CH:20]=[CH:21][CH:22]=1>>[CH3:15][O:16][C:17]1[CH:22]=[C:21]([C:2]2[CH:14]=[CH:13][C:5]3[NH:6][C:7](=[O:12])[O:8][C:9]([CH3:11])([CH3:10])[C:4]=3[CH:3]=2)[CH:20]=[CH:19][CH:18]=1. The reactants are C(CC)C1=NC2=C(N1CC1=CC=C(C=C1)C=1C(=CC=CC1)C(=O)OC(C)(C)C)C=C(C=C2C)C=2OC(=C(N2)C(C)C)C (tert.butyl 4'-[[2-n-propyl-4-methyl-6-(4-isopropyl-5-methyl-oxazol-2-yl)-1H-benzimidazol-1-yl]-methyl]-biphenyl-2-carboxylate), C(C)(C)NC=O.C(C)(C)N (N-isopropylformamide isopropylamine). The product is C(CC)C1=NC2=C(N1CC1=CC=C(C=C1)C=1C(=CC=CC1)C(=O)O)C=C(C=C2C)C=2N(C(=C(N2)C(C)C)C)C(C)C (4'-[[2-n-Propyl-4-methyl-6-(1-isopropyl-4-isopropyl-5-methylimidazol-2-yl)-1H-benzimidazol-1-yl]-methyl]-biphenyl-2-carboxylic Acid). RXN SMILES: [CH2:1]([C:4]1[N:8]([CH2:9][C:10]2[CH:15]=[CH:14][C:13]([C:16]3[C:17]([C:22]([O:24]C(C)(C)C)=[O:23])=[CH:18][CH:19]=[CH:20][CH:21]=3)=[CH:12][CH:11]=2)[C:7]2[CH:29]=[C:30]([C:34]3OC(C)=[C:37]([CH:39]([CH3:41])[CH3:40])[N:38]=3)[CH:31]=[C:32]([CH3:33])[C:6]=2[N:5]=1)[CH2:2][CH3:3].[CH:43]([NH:46][CH:47]=O)([CH3:45])[CH3:44].[CH:49](N)(C)C>>[CH2:1]([C:4]1[N:8]([CH2:9][C:10]2[CH:11]=[CH:12][C:13]([C:16]3[C:17]([C:22]([OH:24])=[O:23])=[CH:18][CH:19]=[CH:20][CH:21]=3)=[CH:14][CH:15]=2)[C:7]2[CH:29]=[C:30]([C:34]3[N:46]([CH:43]([CH3:44])[CH3:45])[C:47]([CH3:49])=[C:37]([CH:39]([CH3:40])[CH3:41])[N:38]=3)[CH:31]=[C:32]([CH3:33])[C:6]=2[N:5]=1)[CH2:2][CH3:3] |f:1.2|. Procedure details: Prepared analogously to Example 146 from tert.butyl 4'-[[2-n-propyl-4-methyl-6-(4-isopropyl-5-methyl-oxazol-2-yl)-1H-benzimidazol-1-yl]-methyl]-biphenyl-2-carboxylate and N-isopropylformamide/isopropylamine. Starting materials: NC1=NC2=C(N1C1=CC(=CC=C1)I)C=CC=C2 (1-(2-amino-1-benzimidazolyl)-3-iodobenzene), IC1=CC=C(N)C=C1 (4-iodoaniline), 4-iodo-2'-nitrodiphenylamine, 4-iodo-2'-aminodiphenylamine. Product: NC1=NC2=C(N1C1=CC=C(C=C1)I)C=CC=C2 (1-(2-Amino-1-benzimidazolyl)-4-iodobenzene). Reaction SMILES: [I:1][C:2]1[CH:8]=[CH:7][C:5]([NH2:6])=[CH:4][CH:3]=1.[NH2:9][C:10]1N(C2C=CC=C(I)C=2)[C:13]2[CH:22]=[CH:23][CH:24]=[CH:25][C:12]=2[N:11]=1>>[NH2:9][C:10]1[N:6]([C:5]2[CH:7]=[CH:8][C:2]([I:1])=[CH:3][CH:4]=2)[C:13]2[CH:22]=[CH:23][CH:24]=[CH:25][C:12]=2[N:11]=1. Reported procedure: 1-(2-Amino-1-benzimidazolyl)-4-iodobenzene (mp 212°-214° C. ) was prepared from 4-iodoaniline via 4-iodo-2'-nitrodiphenylamine (mp 174°-175° C.) and 4-iodo-2'-aminodiphenylamine (mp 127°-128° C.), in analogy with the sequence used in the preparation of 1-(2-amino-1-benzimidazolyl)-3-iodobenzene. The reactants are FC1=CC=C(C=C1)O (4-fluorophenol), C(C)(=O)O (acetic acid), [N+](=O)(O)[O-] (nitric acid). Reagents/catalysts: N(=O)[O-].[Na+] (sodium nitrite). The solvent is O (water). Conditions: temperature 15 celsius, time 3 hour. Yields the product FC1=CC(=C(C=C1)O)[N+](=O)[O-] (4-fluoro-2-nitrophenol). The yield is 85.1%. RXN SMILES: [F:1][C:2]1[CH:7]=[CH:6][C:5]([OH:8])=[CH:4][CH:3]=1.C(O)(=O)C.[N+:13]([O-])([OH:15])=[O:14]>N([O-])=O.[Na+].O>[F:1][C:2]1[CH:7]=[CH:6][C:5]([OH:8])=[C:4]([N+:13]([O-:15])=[O:14])[CH:3]=1 |f:3.4|. Procedure: In a 500-ml flask, place 44.8 g (0.4 m) of 4-fluorophenol (1a; X=F) and 132 ml of acetic acid and stir to a solution. Add 0.6 g of sodium nitrite and cool the solution to 15° C. Add 36.0 g (0.4 m) of 70% nitric acid in drop wise keeping the temperature at 22-27° C. over 10-15 min. Stir the resulting yellow slurry at room temperature for 3 hrs. Warm the mixture to 65° C. to make a clear solution and add 132 ml of warm (65° C.) water slowly. Stir the resulting slurry and cool to 15° C. Collect sol... Reactants: ClCCl, CC(=O)Cl, COc1ccc(C2NCCCC2O)cc1OC, [Na+], [OH-]. Product: COc1ccc(C2C(O)CCCN2C(C)=O)cc1OC. RXN SMILES: [CH2:22]([Cl:23])[Cl:24].[CH3:1][C:2]([Cl:3])=[O:4].[CH3:5][O:6][c:7]1[cH:8][c:9]([CH:15]2[NH:16][CH2:17][CH2:18][CH2:19][CH:20]2[OH:21])[cH:10][cH:11][c:12]1[O:13][CH3:14].[Na+:26].[OH-:25]>>[CH3:1][C:2](=[O:4])[N:16]1[CH:15]([c:9]2[cH:8][c:7]([O:6][CH3:5])[c:12]([O:13][CH3:14])[cH:11][cH:10]2)[CH:20]([OH:21])[CH2:19][CH2:18][CH2:17]1. Reactants: ClCCl, CC(C)(C)OC(=O)N1CCC(O)(c2cccc(Cl)c2Cl)CC1, O=C(O)C(F)(F)F. Yields the product OC1(c2cccc(Cl)c2Cl)CCNCC1. Reaction SMILES: [CH2:30]([Cl:31])[Cl:32].[Cl:1][c:2]1[c:3]([C:9]2([OH:22])[CH2:10][CH2:11][N:12]([C:15]([O:16][C:17]([CH3:18])([CH3:19])[CH3:20])=[O:21])[CH2:13][CH2:14]2)[cH:4][cH:5][cH:6][c:7]1[Cl:8].[OH:23][C:24]([C:25]([F:26])([F:27])[F:28])=[O:29]>>[Cl:1][c:2]1[c:3]([C:9]2([OH:22])[CH2:10][CH2:11][NH:12][CH2:13][CH2:14]2)[cH:4][cH:5][cH:6][c:7]1[Cl:8].